Task: describe an organic reaction: reactants, conditions, products, and yield. Dataset: the Open Reaction Database (ORD), a public repository of structured organic reaction records The reactants are N(=NC(=O)OC(C)(C)C)C(=O)OC(C)(C)C (Di-tert-butyl azodicarboxylate), C(C)OC(=O)C=1NN=C(C1)COC1=CC=CC=C1 (5-phenoxymethyl-2H-pyrazole-3-carboxylic acid ethyl ester), CC1(N([C@@H](CO1)CO)C(=O)OC(C)(C)C)C ((R)-1-boc-2,2-dimethyl-4-hydroxymethyl-oxazolidine), C1(=CC=CC=C1)P(C1=CC=CC=C1)C1=CC=CC=C1 (triphenylphosphine). The solvent is C1CCOC1 (THF). Run at time 30 minute. Product: C(C)(C)(C)OC(=O)N1C(OC[C@H]1CN1N=C(C=C1C(=O)OCC)COC1=CC=CC=C1)(C)C ((R)-4-(5-ethoxycarbonyl-3-phenoxymethyl-pyrazol-1-ylmethyl)-2,2-dimethyl-oxazolidine-3-carboxylic acid tert-butyl ester). The yield is 99.0%. RXN SMILES: N(C(OC(C)(C)C)=O)=NC(OC(C)(C)C)=O.[CH2:17]([O:19][C:20]([C:22]1[NH:23][N:24]=[C:25]([CH2:27][O:28][C:29]2[CH:34]=[CH:33][CH:32]=[CH:31][CH:30]=2)[CH:26]=1)=[O:21])[CH3:18].[CH3:35][C:36]1([CH3:50])[O:40][CH2:39][C@@H:38]([CH2:41]O)[N:37]1[C:43]([O:45][C:46]([CH3:49])([CH3:48])[CH3:47])=[O:44].C1(P(C2C=CC=CC=2)C2C=CC=CC=2)C=CC=CC=1>C1COCC1>[C:46]([O:45][C:43]([N:37]1[C@H:38]([CH2:41][N:23]2[C:22]([C:20]([O:19][CH2:17][CH3:18])=[O:21])=[CH:26][C:25]([CH2:27][O:28][C:29]3[CH:34]=[CH:33][CH:32]=[CH:31][CH:30]=3)=[N:24]2)[CH2:39][O:40][C:36]1([CH3:35])[CH3:50])=[O:44])([CH3:49])([CH3:47])[CH3:48]. Procedure: Di-tert-butyl azodicarboxylate (0.56 g, 2.43 mmol) was added portionwise to a mixture of 5-phenoxymethyl-2H-pyrazole-3-carboxylic acid ethyl ester (0.5 g, 2.0 mmol), (R)-1-boc-2,2-dimethyl-4-hydroxymethyl-oxazolidine (0.49 g, 2.1 mmol) and triphenylphosphine (0.64 g, 2.4 mmol) in THF (10 mL) at 0° C. The mixture was stirred at room temperature for 30 minutes. The solvent was evaporated in vacuo and the residue was purified by flash column chromatography (silica; DCM in heptane 50/50 to 100/0). D... The reactants are OC(=O)C(F)(F)F.N1CC(C1)NC(CNC1=NN(C2=CC=C(C=C12)C(F)(F)F)CCO)=O (N-azetidin-3-yl-2-[1-(2-hydroxy-ethyl)-5-trifluoromethyl-1H-indazol-3-ylamino]-acetamide TFA salt), OC1(CCC(CC1)=O)C=1C=NC(=CC1)C (4-hydroxy-4-(6-methyl-pyridin-3-yl)-cyclohexanone). Yields the product OCCN1N=C(C2=CC(=CC=C12)C(F)(F)F)NCC(=O)NC1CN(C1)C1CCC(CC1)(C=1C=NC(=CC1)C)O (2-[1-(2-Hydroxy-ethyl)-5-trifluoromethyl-1H-indazol-3-ylamino]-N-{1-[4-hydroxy-4-(6-methyl-pyridin-3-yl)-cyclohexyl]-azetidin-3-yl}-acetamide). Reaction SMILES: OC(C(F)(F)F)=O.[NH:8]1[CH2:11][CH:10]([NH:12][C:13](=[O:32])[CH2:14][NH:15][C:16]2[C:24]3[C:19](=[CH:20][CH:21]=[C:22]([C:25]([F:28])([F:27])[F:26])[CH:23]=3)[N:18]([CH2:29][CH2:30][OH:31])[N:17]=2)[CH2:9]1.[OH:33][C:34]1([C:41]2[CH:42]=[N:43][C:44]([CH3:47])=[CH:45][CH:46]=2)[CH2:39][CH2:38][C:37](=O)[CH2:36][CH2:35]1>>[OH:31][CH2:30][CH2:29][N:18]1[C:19]2[C:24](=[CH:23][C:22]([C:25]([F:28])([F:27])[F:26])=[CH:21][CH:20]=2)[C:16]([NH:15][CH2:14][C:13]([NH:12][CH:10]2[CH2:11][N:8]([CH:37]3[CH2:38][CH2:39][C:34]([OH:33])([C:41]4[CH:42]=[N:43][C:44]([CH3:47])=[CH:45][CH:46]=4)[CH2:35][CH2:36]3)[CH2:9]2)=[O:32])=[N:17]1 |f:0.1|. Procedure details: The title compound was prepared as a white solid from reaction of N-azetidin-3-yl-2-[1-(2-hydroxy-ethyl)-5-trifluoromethyl-1H-indazol-3-ylamino]-acetamide TFA salt (as prepared in the previous step) and 4-hydroxy-4-(6-methyl-pyridin-3-yl)-cyclohexanone using the procedure described in Step E of Example 1. The reactants are C(C)(=O)OCC=1N(C(C=C(C1)OCC1=C(C=C(C=C1)F)F)=O)C1=CC(=CC=C1)C(=O)N ({1-[3-(aminocarbonyl)phenyl]-4-[(2,4-difluorobenzyl)oxy]-6-oxo-1,6-dihydropyridin-2-yl}methyl acetate), ClN1C(CCC1=O)=O (N-chlorosuccinimide), ClC(C(=O)O)Cl (Dichloroacetic acid). Run in ClCCl (dichloromethane), C(C)OCC (diethyl ether). Conditions: temperature 40 celsius, time 1.5 hour. The product is C(C)(=O)OCC=1N(C(C(=C(C1)OCC1=C(C=C(C=C1)F)F)Cl)=O)C1=CC(=CC=C1)C(=O)N ({1-[3-(aminocarbonyl)phenyl]-5-chloro-4-[(2,4-difluorobenzyl)oxy]-6-oxo-1,6-dihydropyridin-2-yl}methyl acetate). The yield is 85.0%. As a reaction SMILES: [C:1]([O:4][CH2:5][C:6]1[N:7]([C:23]2[CH:28]=[CH:27][CH:26]=[C:25]([C:29]([NH2:31])=[O:30])[CH:24]=2)[C:8](=[O:22])[CH:9]=[C:10]([O:12][CH2:13][C:14]2[CH:19]=[CH:18][C:17]([F:20])=[CH:16][C:15]=2[F:21])[CH:11]=1)(=[O:3])[CH3:2].[Cl:32]N1C(=O)CCC1=O.ClC(Cl)C(O)=O>ClCCl.C(OCC)C>[C:1]([O:4][CH2:5][C:6]1[N:7]([C:23]2[CH:28]=[CH:27][CH:26]=[C:25]([C:29]([NH2:31])=[O:30])[CH:24]=2)[C:8](=[O:22])[C:9]([Cl:32])=[C:10]([O:12][CH2:13][C:14]2[CH:19]=[CH:18][C:17]([F:20])=[CH:16][C:15]=2[F:21])[CH:11]=1)(=[O:3])[CH3:2]. Procedure: {1-[3-(aminocarbonyl)phenyl]-4-[(2,4-difluorobenzyl)oxy]-6-oxo-1,6-dihydropyridin-2-yl}methyl acetate (from step 2) (1.02 g, 2.39 mmol) was suspended in dichloromethane (15 mL) and N-chlorosuccinimide (0.37 g, 2.75 mmol) was added. Dichloroacetic acid (0.10 ml, 1.22 mmol) was added and the reaction mixture was stirred at 40° C. for 1.5 hours. The reaction was cooled to room temperature and a precipitate formed. The reaction mixture was diluted with diethyl ether and the precipitate was collected...